The task is: describe an organic reaction: reactants, conditions, products, and yield. This data is from the Open Reaction Database (ORD), a public repository of structured organic reaction records. The reactants are O=C1CCC(CC1)C(=O)OC (methyl 4-oxocyclohexane-1-carboxylate), C(CO)O (ethylene glycol), C1(=CC=C(C=C1)S(=O)(=O)O)C (p-toluenesulfonic acid). The solvent is C1=CC=CC=C1 (benzene). Yields the product O1CCOC12CCC(CC2)C(=O)OC (methyl 1,4-dioxaspiro[4,5]decane-8-carboxylate). As a reaction SMILES: [O:1]=[C:2]1[CH2:7][CH2:6][CH:5]([C:8]([O:10][CH3:11])=[O:9])[CH2:4][CH2:3]1.[CH2:12](O)[CH2:13][OH:14].C1(C)C=CC(S(O)(=O)=O)=CC=1>C1C=CC=CC=1>[O:14]1[C:2]2([CH2:7][CH2:6][CH:5]([C:8]([O:10][CH3:11])=[O:9])[CH2:4][CH2:3]2)[O:1][CH2:12][CH2:13]1. Procedure details: To a solution of 8 g (0.51 mole) of methyl 4-oxocyclohexane-1-carboxylate in 50 ml of dry benzene is added 4 g (0.064 mole) of ethylene glycol and 0.10 g of p-toluenesulfonic acid and this mixture is refluxed overnight with a Dean-Stark apparatus. The cooled reaction is allowed to stand and the bottom layer (ethylene glycol) separated and the remaining benzene layer washed with aqueous sodium bicarbonate, dried over MgSO4, and stripped to dryness, giving methyl 1,4-dioxaspiro[4,5]decane-8-carbox... Reactants: Br, Br, CC(=O)O, CC(=O)c1cnc2ccccn12, CC(=O)O. The product is O=C(CBr)c1cnc2ccccn12. RXN SMILES: [Br:18].[BrH:17].[C:13]([OH:14])(=[O:15])[CH3:16].[C:1]([CH3:2])(=[O:3])[c:4]1[cH:5][n:6][c:7]2[n:8]1[cH:9][cH:10][cH:11][cH:12]2.[CH3:19][C:20](=[O:21])[OH:22]>>[C:1]([CH2:2][Br:17])(=[O:3])[c:4]1[cH:5][n:6][c:7]2[n:8]1[cH:9][cH:10][cH:11][cH:12]2. The reactants are CCO, O=[N+]([O-])c1ccccc1S(=O)(=O)C1CCCC1, Cl[Sn]Cl. Yields the product Nc1ccccc1S(=O)(=O)C1CCCC1. Reaction SMILES: [CH3:21][CH2:22][OH:23].[CH:1]1([S:6](=[O:7])(=[O:8])[c:9]2[c:10]([N+:15]([O-:16])=[O:17])[cH:11][cH:12][cH:13][cH:14]2)[CH2:2][CH2:3][CH2:4][CH2:5]1.[Sn:18]([Cl:19])[Cl:20]>>[CH:1]1([S:6](=[O:7])(=[O:8])[c:9]2[c:10]([NH2:15])[cH:11][cH:12][cH:13][cH:14]2)[CH2:2][CH2:3][CH2:4][CH2:5]1. Starting materials: [Ge](Cl)(Cl)(Cl)Cl (germanium tetrachloride), Cl (HCl), C[SiH2]O[Si](C)(C)C (tetramethyl disiloxane), C(C=C)(=O)O (acrylic acid). Run in CCCCCC (hexane). Reaction conditions: time 7 day. Yields the product C(CC)(=O)O.Cl[GeH](Cl)Cl (trichlorogermane propionic acid). Reaction SMILES: [Ge:1](Cl)([Cl:4])([Cl:3])[Cl:2].C[SiH2]O[Si](C)(C)C.[C:13]([OH:17])(=[O:16])[CH:14]=[CH2:15].Cl>CCCCCC>[C:13]([OH:17])(=[O:16])[CH2:14][CH3:15].[Cl:2][GeH:1]([Cl:4])[Cl:3] |f:5.6|. Procedure details: To a 2 L round bottom flask purged with argon was added successively: germanium tetrachloride (200 g [0.9346 mol]), tetramethyl disiloxane (125 g[0.93 mol]), and acrylic acid (70.0 g[0.97 mol]). The reaction flask was purged with argon then sealed by placement of a ground glass stopper with a teflon sleeve and secured via teflon tape. The slightly cloudy mixture changed to a clear, colorless homogeneous solution within about 2 hours, and this was stirred for seven days at ambient temperature. Th... Starting materials: C=CCN=C=O, Cc1ccccc1, NC(=O)C(CC1CCCC1)c1ccc(Cl)c(Cl)c1. The product is C=CCNC(=O)NC(=O)C(CC1CCCC1)c1ccc(Cl)c(Cl)c1. RXN SMILES: [CH2:19]([CH:20]=[CH2:21])[N:22]=[C:23]=[O:24].[CH3:25][c:26]1[cH:27][cH:28][cH:29][cH:30][cH:31]1.[CH:1]1([CH2:6][CH:7]([C:8](=[O:9])[NH2:10])[c:11]2[cH:12][c:13]([Cl:18])[c:14]([Cl:17])[cH:15][cH:16]2)[CH2:2][CH2:3][CH2:4][CH2:5]1>>[CH:1]1([CH2:6][CH:7]([C:8](=[O:9])[NH:10][C:23]([NH:22][CH2:19][CH:20]=[CH2:21])=[O:24])[c:11]2[cH:12][c:13]([Cl:18])[c:14]([Cl:17])[cH:15][cH:16]2)[CH2:2][CH2:3][CH2:4][CH2:5]1. Starting materials: O1COC2=C1C=CC(=C2)C(CS[C@@H]2[C@H](N(C2=O)C2=CC=C(C=C2)F)C2=CC=C(OCC(=O)NCC(=O)OC(C)(C)C)C=C2)=O (tert-butyl N-({4-[(2R,3R)-3-{[2-(1,3-benzodioxol-5-yl)-2-oxoethyl]thio}-1-(4-fluorophenyl)-4-oxoazetidin-2-yl]phenoxy}acetyl)glycinate), O1COC2=C1C=CC(=C2)C(CS[C@@H]2[C@H](N(C2=O)C2=CC=C(C=C2)F)C2=CC=C(OCC(=O)NCC(=O)N[C@H](CCCCN)C(=O)O)C=C2)O (N-({4-[(2R,3R)-3-{[2-(1,3-benzodioxol-5-yl)-2-hydroxyethyl]thio}-1-(4-fluorophenyl)-4-oxoazetidin-2-yl]phenoxy}acetyl)glycyl-D-lysine), CN1CCOCC1 (N-methylmorpholine), Cl.NCC(=O)OC(C)(C)C (tert-butyl glycinate hydrochloride), CN(C)C(=[N+](C)C)ON1C2=C(C=CC=C2)N=N1.[B-](F)(F)(F)F (TBTU), [BH4-].[Na+] (sodium borohydride), C(C)(=O)[O-].[NH4+] (Ammonium acetate). The solvent is C(Cl)Cl (DCM). Run at time 8 hour. Yields the product O1COC2=C1C=CC(=C2)C(CS[C@@H]2[C@H](N(C2=O)C2=CC=C(C=C2)F)C2=CC=C(OCC(=O)NCC(=O)O)C=C2)O (N-({4-[(2R,3R)-3-{[2-(1,3-benzodioxol-5-yl)-2-hydroxyethyl]thio}-1-(4-fluorophenyl)-4-oxoazetidin-2-yl]phenoxy}acetyl)glycine). As a reaction SMILES: [O:1]1[C:5]2[CH:6]=[CH:7][C:8]([CH:10]([OH:49])[CH2:11][S:12][C@H:13]3[C:16](=[O:17])[N:15]([C:18]4[CH:23]=[CH:22][C:21]([F:24])=[CH:20][CH:19]=4)[C@@H:14]3[C:25]3[CH:48]=[CH:47][C:28]([O:29][CH2:30][C:31]([NH:33]CC(N[C@@H](C(O)=O)CCCCN)=O)=[O:32])=[CH:27][CH:26]=3)=[CH:9][C:4]=2[O:3][CH2:2]1.CN1CCOCC1.Cl.N[CH2:59][C:60]([O:62]C(C)(C)C)=[O:61].CN(C(ON1N=NC2C=CC=CC1=2)=[N+](C)C)C.[B-](F)(F)(F)F.O1C2C=CC(C(=O)CS[C@H]3C(=O)N(C4C=CC(F)=CC=4)[C@@H]3C3C=CC(OCC(NCC(OC(C)(C)C)=O)=O)=CC=3)=CC=2OC1.[BH4-].[Na+].C([O-])(=O)C.[NH4+]>C(Cl)Cl>[O:1]1[C:5]2[CH:6]=[CH:7][C:8]([CH:10]([OH:49])[CH2:11][S:12][C@H:13]3[C:16](=[O:17])[N:15]([C:18]4[CH:23]=[CH:22][C:21]([F:24])=[CH:20][CH:19]=4)[C@@H:14]3[C:25]3[CH:26]=[CH:27][C:28]([O:29][CH2:30][C:31]([NH:33][CH2:59][C:60]([OH:62])=[O:61])=[O:32])=[CH:47][CH:48]=3)=[CH:9][C:4]=2[O:3][CH2:2]1 |f:2.3,4.5,7.8,9.10|. Procedure: To a stirred solution of {4-[(2R,3R)-3-{[2-(1,3-benzodioxol-5-yl)-2-oxoethyl]thio}-1-(4-fluorophenyl)-4-oxoazetidin-2-yl]phenoxy}acetic acid (Method 7) 208 mg, 0.41 mmol) in DCM (16 ml) were added N-methylmorpholine (130 μl, 1.18 mmol), tert-butyl glycinate hydrochloride (102.3 mg, 0.61 mmol) and TBTU (180.8 mg, 0.56 mmol). The reaction mixture was stirred at ambient temperature overnight. The formation of the intermediate tert-butyl N-({4-[(2R,3R)-3-{[2-(1,3-benzodioxol-5-yl)-2-oxoethyl]thio}-1... Starting materials: CC(C)(C)OC(=O)N1CCC(=O)CC1, CC(=O)O[BH-](OC(C)=O)OC(C)=O, O=C([O-])[O-], CC(=O)O, ClC(Cl)Cl, ClCCCl, [Na+], [Na+], [Na+], O=c1[nH]c2ccccc2n1C1CCNCC1. Product: CC(C)(C)OC(=O)N1CCC(N2CCC(n3c(=O)[nH]c4ccccc43)CC2)CC1. As a reaction SMILES: [C:1]([CH3:2])([CH3:3])([CH3:4])[O:5][C:6](=[O:7])[N:8]1[CH2:9][CH2:10][C:11](=[O:14])[CH2:12][CH2:13]1.[C:31]([O:32][BH-:33]([O:34][C:35](=[O:36])[CH3:37])[O:38][C:39](=[O:40])[CH3:41])(=[O:42])[CH3:43].[C:45](=[O:46])([O-:47])[O-:48].[CH3:55][C:56](=[O:57])[OH:58].[CH:51]([Cl:52])([Cl:53])[Cl:54].[Cl:59][CH2:60][CH2:61][Cl:62].[Na+:44].[Na+:49].[Na+:50].[O:15]=[c:16]1[nH:17][c:18]2[c:19]([n:20]1[CH:21]1[CH2:22][CH2:23][NH:24][CH2:25][CH2:26]1)[cH:27][cH:28][cH:29][cH:30]2>>[C:1]([CH3:2])([CH3:3])([CH3:4])[O:5][C:6](=[O:7])[N:8]1[CH2:9][CH2:10][CH:11]([N:24]2[CH2:23][CH2:22][CH:21]([n:20]3[c:16](=[O:15])[nH:17][c:18]4[c:19]3[cH:27][cH:28][cH:29][cH:30]4)[CH2:26][CH2:25]2)[CH2:12][CH2:13]1. The reactants are N#Cc1ccc(OCCCBr)cc1, O=C([O-])[O-], CC(C)(C)OC(=O)NC1CCNCC1, CN(C)C=O, CCOC(C)=O, [K+], [K+], O. The product is CC(C)(C)OC(=O)NC1CCN(CCCOc2ccc(C#N)cc2)CC1. Reaction SMILES: [Br:21][CH2:22][CH2:23][CH2:24][O:25][c:26]1[cH:27][cH:28][c:29]([C:30]#[N:31])[cH:32][cH:33]1.[C:15](=[O:16])([O-:17])[O-:18].[C:1]([CH3:2])([CH3:3])([CH3:4])[O:5][C:6](=[O:7])[NH:8][CH:9]1[CH2:10][CH2:11][NH:12][CH2:13][CH2:14]1.[CH3:35][N:36]([CH3:37])[CH:38]=[O:39].[CH3:40][CH2:41][O:42][C:43](=[O:44])[CH3:45].[K+:19].[K+:20].[OH2:34]>>[C:1]([CH3:2])([CH3:3])([CH3:4])[O:5][C:6](=[O:7])[NH:8][CH:9]1[CH2:10][CH2:11][N:12]([CH2:22][CH2:23][CH2:24][O:25][c:26]2[cH:27][cH:28][c:29]([C:30]#[N:31])[cH:32][cH:33]2)[CH2:13][CH2:14]1.